From a dataset of the Open Reaction Database (ORD), a public repository of structured organic reaction records. describe an organic reaction: reactants, conditions, products, and yield Starting materials: C(C)(=O)OC(CC(COC(C)=O)(NC(C)=O)COC(C)=O)C1=CC=C(C=C1)C1=CC=CC=C1 (Acetic acid 4-acetoxy-2-acetoxymethyl-2-acetylamino-4-biphenyl-4-yl-butyl ester). The reagents and catalysts are [Pd] (Pd-C). The solvent is CCO (EtOH). Yields the product C(C)(=O)OCC(COC(C)=O)(CCC1=CC=C(C=C1)C1=CC=CC=C1)NC(C)=O (Acetic Acid 2-acetoxymethyl-2-acetylamino-4-biphenyl-4-yl-butyl Ester). As a reaction SMILES: C(O[CH:5]([C:22]1[CH:27]=[CH:26][C:25]([C:28]2[CH:33]=[CH:32][CH:31]=[CH:30][CH:29]=2)=[CH:24][CH:23]=1)[CH2:6][C:7]([CH2:17][O:18][C:19](=[O:21])[CH3:20])([NH:13][C:14](=[O:16])[CH3:15])[CH2:8][O:9][C:10](=[O:12])[CH3:11])(=O)C>CCO.[Pd]>[C:19]([O:18][CH2:17][C:7]([NH:13][C:14](=[O:16])[CH3:15])([CH2:6][CH2:5][C:22]1[CH:23]=[CH:24][C:25]([C:28]2[CH:33]=[CH:32][CH:31]=[CH:30][CH:29]=2)=[CH:26][CH:27]=1)[CH2:8][O:9][C:10](=[O:12])[CH3:11])(=[O:21])[CH3:20]. Procedure details: Acetic acid 4-acetoxy-2-acetoxymethyl-2-acetylamino-4-biphenyl-4-yl-butyl ester (5 mmol) is dissolved in EtOH (50 mL) and hydrogenated at atmospheric pressure using 10% Pd-C (10%) at room temperature for 12 h. After filtration and concentration, the crude product is obtained as a white solid and used in the next step without further purification. MS: (ES+): 398.2 (M+1)+. Starting materials: C(CCC)C1=NC2=C(N1CC1=CC=C(C=C1)C=1C(=CC=CC1)C(=O)OC(C)(C)C)C=C(C=C2)N(C(=O)NC)CCCCC (tert.butyl 4'-[(2-n-butyl-6-(N-methylaminocarbonyl-n-pentylamino)-benzimidazol-1-yl)-methyl]biphenyl-2-carboxylate), FC(C(=O)O)(F)F (trifluoroacetic acid). The product is C(CCC)C1=NC2=C(N1CC1=CC=C(C=C1)C=1C(=CC=CC1)C(=O)O)C=C(C=C2)N(C(=O)NC)CCCCC (4'-[(2-n-Butyl-6-(N-methylaminocarbonyl-n-pentylamino)-benzimidazol-1-yl)-methyl]biphenyl-2-carboxylic acid). RXN SMILES: [CH2:1]([C:5]1[N:9]([CH2:10][C:11]2[CH:16]=[CH:15][C:14]([C:17]3[C:18]([C:23]([O:25]C(C)(C)C)=[O:24])=[CH:19][CH:20]=[CH:21][CH:22]=3)=[CH:13][CH:12]=2)[C:8]2[CH:30]=[C:31]([N:34]([CH2:39][CH2:40][CH2:41][CH2:42][CH3:43])[C:35]([NH:37][CH3:38])=[O:36])[CH:32]=[CH:33][C:7]=2[N:6]=1)[CH2:2][CH2:3][CH3:4].FC(F)(F)C(O)=O>>[CH2:1]([C:5]1[N:9]([CH2:10][C:11]2[CH:12]=[CH:13][C:14]([C:17]3[C:18]([C:23]([OH:25])=[O:24])=[CH:19][CH:20]=[CH:21][CH:22]=3)=[CH:15][CH:16]=2)[C:8]2[CH:30]=[C:31]([N:34]([CH2:39][CH2:40][CH2:41][CH2:42][CH3:43])[C:35]([NH:37][CH3:38])=[O:36])[CH:32]=[CH:33][C:7]=2[N:6]=1)[CH2:2][CH2:3][CH3:4]. Reported procedure: Prepared in analogous manner to Example 9 from tert.butyl 4'-[(2-n-butyl-6-(N-methylaminocarbonyl-n-pentylamino)-benzimidazol-1-yl)-methyl]biphenyl-2-carboxylate and trifluoroacetic acid. Starting materials: [F-].[Na+] (sodium fluoride), COCCOCCOC (diethyleneglycol dimethyl ether), FC1(C(=O)OC(C1(F)F)(F)F)F (perfluoro-γ-butyrolactone), COCCOCCOC (diethyleneglycol dimethyl ether). The solvent is C(C)O (ethanol), C(C)O (ethanol). Yields the product FC1(C(=O)OC(C1(F)F)(F)F)F.C(C)O (ethanol perfluoro-γ-butyrolactone). As a reaction SMILES: [F-].[Na+].C[O:4][CH2:5][CH2:6]OCCOC.[F:12][C:13]1([F:23])[C:18]([F:20])([F:19])[C:17]([F:22])([F:21])[O:16][C:14]1=[O:15]>C(O)C>[F:23][C:13]1([F:12])[C:18]([F:19])([F:20])[C:17]([F:21])([F:22])[O:16][C:14]1=[O:15].[CH2:5]([OH:4])[CH3:6] |f:0.1,5.6|. Procedure: In accordance with the process of Example 1, sodium fluoride, diethyleneglycol dimethyl ether and perfluoro-γ-butyrolactone were charged in the autoclave, and the mixture of ethanol and diethyleneglycol dimethyl ether (2.5/1 by volume of the solvent/ethanol) was continuously fed with stirring at 6° to 10° C. until providing 1.1 molar ratio of ethanol perfluoro-γ-butyrolactone. The reaction was ceased at this ratio. Reactants: CS(=O)(=O)C1=CC=C(C=C1)B(O)O ([4-(methylsulfonyl)phenyl]boronic acid), BrC=1N=CC(=NC1)OCC1CCN(CC1)C(=O)OC(C)C (1-methylethyl 4-{[(5-bromo-2-pyrazinyl)oxy]methyl}-1-piperidinecarboxylate), BrC=1N=CC(=NC1)OCC1CCN(CC1)C(=O)OC(C)C (1-methylethyl 4-{[(5-bromo-2-pyrazinyl)oxy]methyl}-1-piperidinecarboxylate), C(=O)([O-])[O-].[Na+].[Na+] (Na2CO3). Reagents/catalysts: Cl[Pd]([P](C1=CC=CC=C1)(C2=CC=CC=C2)C3=CC=CC=C3)([P](C4=CC=CC=C4)(C5=CC=CC=C5)C6=CC=CC=C6)Cl (Pd(PPh3)2Cl2). The solvent is COCCOC (DME). The product is CS(=O)(=O)C1=CC=C(C=C1)C=1N=CC(=NC1)OCC1CCN(CC1)C(=O)OC(C)C (1-Methylethyl 4-[({5-[4-(methylsulfonyl)phenyl]-2-pyrazinyl}oxy)methyl]-1-piperidinecarboxylate). As a reaction SMILES: [CH3:1][S:2]([C:5]1[CH:10]=[CH:9][C:8](B(O)O)=[CH:7][CH:6]=1)(=[O:4])=[O:3].Br[C:15]1[N:16]=[CH:17][C:18]([O:21][CH2:22][CH:23]2[CH2:28][CH2:27][N:26]([C:29]([O:31][CH:32]([CH3:34])[CH3:33])=[O:30])[CH2:25][CH2:24]2)=[N:19][CH:20]=1.C([O-])([O-])=O.[Na+].[Na+]>Cl[Pd](Cl)([P](C1C=CC=CC=1)(C1C=CC=CC=1)C1C=CC=CC=1)[P](C1C=CC=CC=1)(C1C=CC=CC=1)C1C=CC=CC=1.COCCOC>[CH3:1][S:2]([C:5]1[CH:10]=[CH:9][C:8]([C:15]2[N:16]=[CH:17][C:18]([O:21][CH2:22][CH:23]3[CH2:24][CH2:25][N:26]([C:29]([O:31][CH:32]([CH3:34])[CH3:33])=[O:30])[CH2:27][CH2:28]3)=[N:19][CH:20]=2)=[CH:7][CH:6]=1)(=[O:4])=[O:3] |f:2.3.4,^1:43,62|. Procedure details: The title compound (0.303 g, 61%) was prepared as a white solid from [4-(methylsulfonyl)phenyl]boronic acid (0.28 g, 1.37 mmol), 1-methylethyl 4-{[(5-bromo-2-pyrazinyl)oxy]methyl}-1-piperidinecarboxylate (crude material prepared in Step 2), Pd(PPh3)2Cl2 (82 mg, 0.11 mmol), 2M Na2CO3 (8 mL) and DME (8 mL) in a manner similar to Example 21, Step 3. The crude material was purified by flash chromatography on a silica gel column eluted with 1:20 acetone/CH2Cl2 to 1:10 acetone/CH2Cl2 followed by tritu... The reactants are BrCc1ccc(Br)cc1, O=C([O-])[O-], [Cs+], [Cs+], CN(C)C=O, CCOC(=O)c1cnn(-c2cccc(-c3cc(C)ccc3O)n2)c1C(F)(F)F. Yields the product CCOC(=O)c1cnn(-c2cccc(-c3cc(C)ccc3OCc3ccc(Br)cc3)n2)c1C(F)(F)F. As a reaction SMILES: [Br:29][c:30]1[cH:31][cH:32][c:33]([CH2:34][Br:35])[cH:36][cH:37]1.[C:38](=[O:39])([O-:40])[O-:41].[Cs+:42].[Cs+:43].[O:44]=[CH:45][N:46]([CH3:47])[CH3:48].[OH:1][c:2]1[c:3](-[c:9]2[cH:10][cH:11][cH:12][c:13](-[n:15]3[n:16][cH:17][c:18]([C:24](=[O:25])[O:26][CH2:27][CH3:28])[c:19]3[C:20]([F:21])([F:22])[F:23])[n:14]2)[cH:4][c:5]([CH3:8])[cH:6][cH:7]1>>[O:1]([c:2]1[c:3](-[c:9]2[cH:10][cH:11][cH:12][c:13](-[n:15]3[n:16][cH:17][c:18]([C:24](=[O:25])[O:26][CH2:27][CH3:28])[c:19]3[C:20]([F:21])([F:22])[F:23])[n:14]2)[cH:4][c:5]([CH3:8])[cH:6][cH:7]1)[CH2:34][c:33]1[cH:32][cH:31][c:30]([Br:29])[cH:37][cH:36]1. The reactants are C(C)(C)(C)OC(NCC=1N(C(C2=CC=C(C=C2C1C1=CC=CC=C1)C1=CN=CO1)=O)CC(C)C)=O (Tert-butyl[2-isobutyl-6-(1,3-oxazol-5-yl)-1-oxo-4-phenyl-1,2-dihydro-3-isoquinolinyl]methylcarbamate), Cl (hydrogen chloride). Solvent: CO (methanol), C(C)(=O)OCC (ethyl acetate). Conditions: time 1 hour. Product: Cl.NCC=1N(C(C2=CC=C(C=C2C1C1=CC=CC=C1)C1=CN=CO1)=O)CC(C)C (3-(Aminomethyl)-2-isobutyl-6-(1,3-oxazol-5-yl)-4-phenyl-1(2H)-isoquinolinone hydrochloride). Yield: 69.0%. As a reaction SMILES: C(OC(=O)[NH:7][CH2:8][C:9]1[N:10]([CH2:31][CH:32]([CH3:34])[CH3:33])[C:11](=[O:30])[C:12]2[C:17]([C:18]=1[C:19]1[CH:24]=[CH:23][CH:22]=[CH:21][CH:20]=1)=[CH:16][C:15]([C:25]1[O:29][CH:28]=[N:27][CH:26]=1)=[CH:14][CH:13]=2)(C)(C)C.[ClH:36]>CO.C(OCC)(=O)C>[ClH:36].[NH2:7][CH2:8][C:9]1[N:10]([CH2:31][CH:32]([CH3:34])[CH3:33])[C:11](=[O:30])[C:12]2[C:17]([C:18]=1[C:19]1[CH:24]=[CH:23][CH:22]=[CH:21][CH:20]=1)=[CH:16][C:15]([C:25]1[O:29][CH:28]=[N:27][CH:26]=1)=[CH:14][CH:13]=2 |f:4.5|. Reported procedure: Tert-butyl[2-isobutyl-6-(1,3-oxazol-5-yl)-1-oxo-4-phenyl-1,2-dihydro-3-isoquinolinyl]methylcarbamate (0.14 g, 0.30 mmol) was dissolved in methanol (4 mL) and a solution (10 mL) of 4N hydrogen chloride in ethyl acetate were added thereto. This mixture was stirred at room temperature for 1 h and the precipitated crystals were collected by filtration to give the title compound (0.084 g, 69%) as a colorless powder. Starting materials: C(C)O (ethanol), OC(C)C1=CC=C(C=C1)C=1C=CC2=C(C=C(O2)C(=O)OCC)C1 (ethyl 5-(4-(1-hydroxyethyl)phenyl)-2-benzofurancarboxylate), sodium mercury amalgam. Run in O1CCCC1 (tetrahydrofuran). Run at time 8 hour. The product is OC(C)C1=CC=C(C=C1)C=1C=CC2=C(CC(O2)C(=O)O)C1 (2,3-dihydro-5-(4-(1-hydroxyethyl)phenyl)-2-benzofurancarboxylic acid). RXN SMILES: C(O)C.[OH:4][CH:5]([C:7]1[CH:12]=[CH:11][C:10]([C:13]2[CH:14]=[CH:15][C:16]3[O:20][C:19]([C:21]([O:23]CC)=[O:22])=[CH:18][C:17]=3[CH:26]=2)=[CH:9][CH:8]=1)[CH3:6]>O1CCCC1>[OH:4][CH:5]([C:7]1[CH:8]=[CH:9][C:10]([C:13]2[CH:14]=[CH:15][C:16]3[O:20][CH:19]([C:21]([OH:23])=[O:22])[CH2:18][C:17]=3[CH:26]=2)=[CH:11][CH:12]=1)[CH3:6]. Procedure details: 75 ml of ethanol was added to a solution of 23.9 g of 6B in 300 ml of tetrahydrofuran, then 195.7 g of 2.5% sodium/mercury amalgam was added in portions, at room temperature. The mixture was stirred at room temperature overnight. The mercury was separated, the solid was collected and dissolved in 300 ml of water. The solution was acidified to pH=1 with concentrated hydrochloric acid. The solid was collected, washed with water and dried (P2O5 ; reduced pressure, 45° C.). The product was dissolved...